Dataset: the Open Reaction Database (ORD), a public repository of structured organic reaction records. Task: describe an organic reaction: reactants, conditions, products, and yield The product is ClC=1C=C(C=C(C1O)F)C=1C=C2C(=C(C=NC2=CC1)C(C)=O)N1CCC(CC1)CN1CCCC1 (1-{6-(3-Chloro-5-fluoro-4-hydroxyphenyl)-4-[4-(pyrrolidin-1-ylmethyl)piperidin-1-yl]quinolin-3-yl}ethanone). Reactants: BrC=1C=C2C(=C(C=NC2=CC1)C(C)=O)N1CCC(CC1)CN1CCCC1 (1-{6-bromo-4-[4-(pyrrolidin-1-ylmethyl)piperidin-1-yl]quinolin-3-yl}ethanone), ClC1=C(C(=CC(=C1)B1OC(C(O1)(C)C)(C)C)F)O (2-chloro-6-fluoro-4-(4,4,5,5-tetramethyl-1,3,2-dioxaborolan-2-yl)phenol). Yield: 55.9%. RXN SMILES: Br[C:2]1[CH:3]=[C:4]2[C:9](=[CH:10][CH:11]=1)[N:8]=[CH:7][C:6]([C:12](=[O:14])[CH3:13])=[C:5]2[N:15]1[CH2:20][CH2:19][CH:18]([CH2:21][N:22]2[CH2:26][CH2:25][CH2:24][CH2:23]2)[CH2:17][CH2:16]1.[Cl:27][C:28]1[CH:33]=[C:32](B2OC(C)(C)C(C)(C)O2)[CH:31]=[C:30]([F:43])[C:29]=1[OH:44]>>[Cl:27][C:28]1[CH:33]=[C:32]([C:2]2[CH:3]=[C:4]3[C:9](=[CH:10][CH:11]=2)[N:8]=[CH:7][C:6]([C:12](=[O:14])[CH3:13])=[C:5]3[N:15]2[CH2:16][CH2:17][CH:18]([CH2:21][N:22]3[CH2:26][CH2:25][CH2:24][CH2:23]3)[CH2:19][CH2:20]2)[CH:31]=[C:30]([F:43])[C:29]=1[OH:44]. Reported procedure: Following general procedure D, 1-{6-bromo-4-[4-(pyrrolidin-1-ylmethyl)piperidin-1-yl]quinolin-3-yl}ethanone (30 mg, 0.072 mmol) was reacted with 2-chloro-6-fluoro-4-(4,4,5,5-tetramethyl-1,3,2-dioxaborolan-2-yl)phenol (41 mg, 0.150 mmol) to afford the desired product (19.4 mg, 56%) as a yellow-brown solid: 1H NMR (500 MHz, CD3OD) δ 8.81 (s, 1H), 8.26 (d, J=1.8 Hz, 1H), 8.07-7.96 (m, 2H), 7.56-7.48 (m, 1H), 7.44 (dd, J=11.6, 2.2 Hz, 1H), 3.48 (d, J=12.6 Hz, 2H), 3.38-3.33 (m, 4H), 3.23-3.13 (m, 4H... Starting materials: ClC1=NC=NC2=CC(=CC(=C12)OC(C)C)OCCCl (4-chloro-7-(2-chloroethoxy)-5-isopropoxyquinazoline), NC1=C2C(=NC=C1Cl)OCO2 (4-amino-5-chloro-2,3-methylenedioxypyridine). The product is ClCCOC1=CC(=C2C(=NC=NC2=C1)NC1=C2C(=NC=C1Cl)OCO2)OC(C)C (7-(2-chloroethoxy)-4-(5-chloro-2,3-methylenedioxypyrid-4-ylamino)-5-isopropoxyquinazoline). Isolated yield 86.0%. RXN SMILES: Cl[C:2]1[C:11]2[C:6](=[CH:7][C:8]([O:16][CH2:17][CH2:18][Cl:19])=[CH:9][C:10]=2[O:12][CH:13]([CH3:15])[CH3:14])[N:5]=[CH:4][N:3]=1.[NH2:20][C:21]1[C:26]([Cl:27])=[CH:25][N:24]=[C:23]2[O:28][CH2:29][O:30][C:22]=12>>[Cl:19][CH2:18][CH2:17][O:16][C:8]1[CH:7]=[C:6]2[C:11]([C:2]([NH:20][C:21]3[C:26]([Cl:27])=[CH:25][N:24]=[C:23]4[O:28][CH2:29][O:30][C:22]=34)=[N:3][CH:4]=[N:5]2)=[C:10]([O:12][CH:13]([CH3:15])[CH3:14])[CH:9]=1. Reported procedure: Using an analogous procedure to that described in Example 1, 4-chloro-7-(2-chloroethoxy)-5-isopropoxyquinazoline was reacted with 4-amino-5-chloro-2,3-methylenedioxypyridine to give the title compound in 86% yield; NMR Spectrum: (CDCl3) 1.55 (d, 6H), 3.9 (t, 2H), 4.4 (t, 2H), 4.9 (m, 1H), 6.2 (s, 2H), 6.6 (s, 1H), 6.85 (s, 1H), 7.75 (s, 1H), 8.6 (s, 1H), 9.65 (s, 1H); Mass Spectrum: M+H+ 437 and 439. Product: BrC1=CC=C(C(=C1OC=1C=C(C#N)C=C(C1)Cl)F)CBr (3-{[6-bromo-3-(bromomethyl)-2-fluorophenyl]oxy}-5-chlorobenzonitrile). Reaction conditions: temperature 90 celsius. Run in C(Cl)(Cl)(Cl)Cl (CCl4). Isolated yield 27.6%. Starting materials: BrC1=CC=C(C(=C1OC=1C=C(C#N)C=C(C1)Cl)F)C (3-[(6-bromo-2-fluoro-3-methylphenyl)oxy]-5-chlorobenzonitrile), C1CC(=O)N(C1=O)Br (NBS), CC(C)(C#N)N=NC(C)(C)C#N (AIBN). Procedure: A mixture of 3-[(6-bromo-2-fluoro-3-methylphenyl)oxy]-5-chlorobenzonitrile (8.1 g, 23.78 mmol), NBS (5.08 g, 28.5 mmol) and AIBN (0.195 g, 1.189 mmol) in CCl4 (240 ml) was heated at 90° C. for 16 h under an atmosphere of nitrogen. The mixture was cooled to 0° C., filtered thru Celite and concentrated. The crude yellow oil was purified on silica gel (hexanes/ethyl acetate) to give 2.75 g (26%) of 3-{[6-bromo-3-(bromomethyl)-2-fluorophenyl]oxy}-5-chlorobenzonitrile as a clear oil. 1H NMR (400 MHz,... As a reaction SMILES: [Br:1][C:2]1[C:7]([O:8][C:9]2[CH:10]=[C:11]([CH:14]=[C:15]([Cl:17])[CH:16]=2)[C:12]#[N:13])=[C:6]([F:18])[C:5]([CH3:19])=[CH:4][CH:3]=1.C1C(=O)N([Br:27])C(=O)C1.CC(N=NC(C#N)(C)C)(C#N)C>C(Cl)(Cl)(Cl)Cl>[Br:1][C:2]1[C:7]([O:8][C:9]2[CH:10]=[C:11]([CH:14]=[C:15]([Cl:17])[CH:16]=2)[C:12]#[N:13])=[C:6]([F:18])[C:5]([CH2:19][Br:27])=[CH:4][CH:3]=1.